This data is from the Open Reaction Database (ORD), a public repository of structured organic reaction records. The task is: describe an organic reaction: reactants, conditions, products, and yield Reactants: SC1=NC=CC=C1 (2-mercaptopyridine), C([O-])([O-])=O.[K+].[K+] (potassium carbonate), [I-].[K+] (potassium iodide), Cl.Cl.O=C(CC[C@H]1[C@H](CN(CC1)CCCl)C(=O)OC)C1=CC=NC2=CC=C(C=C12)OC (methyl (3R,4R)-4-[3-oxo-3-(6-methoxyquinolin-4-yl)propyl]-1-(2-chloroethyl)piperidine-3-carboxylate dihydrochloride). The solvent is C(C)#N (acetonitrile), CO (methanol). Reaction conditions: temperature 20 celsius. The product is O=C(CC[C@H]1[C@H](CN(CC1)CCSC1=NC=CC=C1)C(=O)OC)C1=CC=NC2=CC=C(C=C12)OC (methyl (3R,4R)-4-[3-oxo-3-(6-methoxyquinolin-4-yl)propyl]-1-[2-(pyridin-2-ylthio)ethyl]piperidine-3-carboxylate). The yield is 56.8%. Reaction SMILES: Cl.Cl.[O:3]=[C:4]([C:20]1[C:29]2[C:24](=[CH:25][CH:26]=[C:27]([O:30][CH3:31])[CH:28]=2)[N:23]=[CH:22][CH:21]=1)[CH2:5][CH2:6][C@@H:7]1[CH2:12][CH2:11][N:10]([CH2:13][CH2:14]Cl)[CH2:9][C@@H:8]1[C:16]([O:18][CH3:19])=[O:17].C(=O)([O-])[O-].[K+].[K+].[I-].[K+].[SH:40][C:41]1[CH:46]=[CH:45][CH:44]=[CH:43][N:42]=1>C(#N)C.CO>[O:3]=[C:4]([C:20]1[C:29]2[C:24](=[CH:25][CH:26]=[C:27]([O:30][CH3:31])[CH:28]=2)[N:23]=[CH:22][CH:21]=1)[CH2:5][CH2:6][C@@H:7]1[CH2:12][CH2:11][N:10]([CH2:13][CH2:14][S:40][C:41]2[CH:46]=[CH:45][CH:44]=[CH:43][N:42]=2)[CH2:9][C@@H:8]1[C:16]([O:18][CH3:19])=[O:17] |f:0.1.2,3.4.5,6.7|. Reported procedure: A mixture of 1.35 g of methyl (3R,4R)-4-[3-oxo-3-(6-methoxyquinolin-4-yl)propyl]-1-(2-chloroethyl)piperidine-3-carboxylate dihydrochloride in 20 cm3 of acetonitrile was stirred at a temperature in the region of 20° C. under an inert atmosphere. 1.37 g of potassium carbonate and 0.456 g of potassium iodide were added, followed by 0.367 g of 2-mercaptopyridine and 1 cm3 of methanol. A red suspension was obtained, which suspension was heated at a temperature in the region of 80° C. for 1 hour 30 mi... The reactants are COC(CNC(CCC1=C(C=C(C=C1C)C=1OC(=NN1)C=1SC(=C(C1)CC(C)C)C)C)=O)=O ((3-{4-[5-(4-isobutyl-5-methyl-thiophen-2-yl)-[1,3,4]oxadiazol-2-yl]-2,6-dimethyl-phenyl}-propionylamino)-acetic acid methyl ester). Solvent: C1CCOC1 (THF), CO (MeOH), [Li+].[OH-] (LiOH). The product is C(C(C)C)C=1C=C(SC1C)C1=NN=C(O1)C1=CC(=C(C(=C1)C)CCC(=O)NCC(=O)O)C ((3-{4-[5-(4-isobutyl-5-methyl-thiophen-2-yl)-[1,3,4]oxadiazol-2-yl]-2,6-dimethyl-phenyl}-propionylamino)-acetic acid). Reaction SMILES: C[O:2][C:3](=[O:33])[CH2:4][NH:5][C:6](=[O:32])[CH2:7][CH2:8][C:9]1[C:14]([CH3:15])=[CH:13][C:12]([C:16]2[O:17][C:18]([C:21]3[S:22][C:23]([CH3:30])=[C:24]([CH2:26][CH:27]([CH3:29])[CH3:28])[CH:25]=3)=[N:19][N:20]=2)=[CH:11][C:10]=1[CH3:31]>C1COCC1.CO.[Li+].[OH-]>[CH2:26]([C:24]1[CH:25]=[C:21]([C:18]2[O:17][C:16]([C:12]3[CH:13]=[C:14]([CH3:15])[C:9]([CH2:8][CH2:7][C:6]([NH:5][CH2:4][C:3]([OH:33])=[O:2])=[O:32])=[C:10]([CH3:31])[CH:11]=3)=[N:20][N:19]=2)[S:22][C:23]=1[CH3:30])[CH:27]([CH3:29])[CH3:28] |f:3.4|. Procedure: A solution of (3-{4-[5-(4-isobutyl-5-methyl-thiophen-2-yl)-[1,3,4]oxadiazol-2-yl]-2,6-dimethyl-phenyl}-propionylamino)-acetic acid methyl ester in THF (1 mL), MeOH (1 mL) and 2 N aq. LiOH solution (0.25 mL) is stirred at rt for 4 h. The precipitate that formes is collected, washed with water and dried under HV to give (3-{4-[5-(4-isobutyl-5-methyl-thiophen-2-yl)-[1,3,4]oxadiazol-2-yl]-2,6-dimethyl-phenyl}-propionylamino)-acetic acid (9 mg) as a white powder; LC-MS: tR=0.99 min, [M+1]=456.17. Starting materials: CCO, N#CCc1ccc(Oc2ccc([N+](=O)[O-])cc2)c(Cl)c1Cl, ClC(Cl)Cl, O=S(=O)(O)O. Product: CCOC(=O)Cc1ccc(Oc2ccc([N+](=O)[O-])cc2)c(Cl)c1Cl. RXN SMILES: [CH3:22][CH2:23][OH:24].[Cl:1][c:2]1[c:3]([CH2:19][C:20]#[N:21])[cH:4][cH:5][c:6]([O:9][c:10]2[cH:11][cH:12][c:13]([N+:16](=[O:17])[O-:18])[cH:14][cH:15]2)[c:7]1[Cl:8].[Cl:30][CH:31]([Cl:32])[Cl:33].[S:25]([OH:26])(=[O:27])(=[O:28])[OH:29]>>[Cl:1][c:2]1[c:3]([CH2:19][C:20]([O:24][CH2:23][CH3:22])=[O:26])[cH:4][cH:5][c:6]([O:9][c:10]2[cH:11][cH:12][c:13]([N+:16](=[O:17])[O-:18])[cH:14][cH:15]2)[c:7]1[Cl:8]. Reactants: ClCCCCCCCC (1-Chlorooctane), C(OC)(OC)=O (dimethyl carbonate). The reagents and catalysts are [Br-].C(CCC)[P+](CCCC)(CCCC)CCCC (tetra-n-butylphosphonium bromide). Solvent: CN(C=O)C (N,N-dimethylformamide). Product: C(OC)(OCCCCCCCC)=O (methyl 1-octyl carbonate), C(OCCCCCCCC)(OCCCCCCCC)=O (di-1-octyl carbonate). Isolated yield 5.0%. Reaction SMILES: Cl[CH2:2][CH2:3][CH2:4][CH2:5][CH2:6][CH2:7][CH2:8][CH3:9].[C:10](=[O:15])([O:13][CH3:14])[O:11][CH3:12]>[Br-].C([P+](CCCC)(CCCC)CCCC)CCC.CN(C)C=O>[C:10](=[O:13])([O:15][CH2:2][CH2:3][CH2:4][CH2:5][CH2:6][CH2:7][CH2:8][CH3:9])[O:11][CH3:12].[C:10](=[O:15])([O:13][CH2:14][CH2:2][CH2:3][CH2:4][CH2:5][CH2:6][CH2:7][CH3:8])[O:11][CH2:2][CH2:3][CH2:4][CH2:5][CH2:6][CH2:7][CH2:8][CH3:9] |f:2.3|. Procedure details: 1-Chlorooctane (37.17 g, 0.25 mole), dimethyl carbonate (90.0 g, 1.0 mole), tetra-n-butylphosphonium bromide (3.39 g, 0.01 mole) and N,N-dimethylformamide (200 ml) are heated to 115° C. for 24 hours. After work-up as described for Example 34, distillation gives 34.8 g (74 percent yield based on 1-chlorooctane) of methyl 1-octyl carbonate, b.p. 113° C.-114° C. (17 torr) and 1.9 g (5 percent yield based on n-octyl chloride) of di-1-octyl carbonate, b.p. 129° C.-130° C. (0.5 torr). Starting materials: NC1=CC=C2C(=N1)C(=CN2)C=2CCN(CC2)C (5-amino-3-(1-methyl-1,2,3,6-tetrahydropyridin-4-yl)pyrrolo[3,2-b]pyridine), C(C)O (ethanol). The reagents and catalysts are [Pd] (palladium on carbon). The solvent is CO (methanol). Conditions: time 3 day. The product is NC1=CC=C2C(=N1)C(=CN2)C2CCN(CC2)C (5-amino-3-(1-methylpiperidin-4-yl)pyrrolo[3,2-b]pyridine). The yield is 91.8%. As a reaction SMILES: [NH2:1][C:2]1[N:7]=[C:6]2[C:8]([C:11]3[CH2:12][CH2:13][N:14]([CH3:17])[CH2:15][CH:16]=3)=[CH:9][NH:10][C:5]2=[CH:4][CH:3]=1.C(O)C>[Pd].CO>[NH2:1][C:2]1[N:7]=[C:6]2[C:8]([CH:11]3[CH2:12][CH2:13][N:14]([CH3:17])[CH2:15][CH2:16]3)=[CH:9][NH:10][C:5]2=[CH:4][CH:3]=1. Procedure details: A mixture of 21 gm (89.9 mMol) 5-amino-3-(1-methyl-1,2,3,6-tetrahydropyridin-4-yl)pyrrolo[3,2-b]pyridine and 10% palladium on carbon pre-wet with 30 mL ethanol in 180 mL methanol were hydrogenated at 65 p.s.i for 3 days. The catalyst was removed by filtration and the filtrate concentrated under reduced pressure. The residual solid was slurried in 120 mL ethyl acetate, filtered, and washed 3×30 mL ethyl acetate. The remaining solid was dried under reduced pressure to provide 19 gm (92%) the title... Reactants: COC(CC(C)N)=O (3-Amino-butyric acid methyl ester), CN1CCOCC1 (4-methylmorpholine), CC(CCC(OC1=CC=C(C(=O)O)C=C1)C=1C=NC(=CC1)C1=CC=C(C=C1)C(F)(F)F)(C)C (4-{4,4-Dimethyl-1-[6-(4-trifluoromethyl-phenyl)-pyridin-3-yl]-pentyloxy}-benzoic acid), ClC=1C(=NN=NC1OC)OC (chloro-dimethoxy-triazine), CN1CCOCC1 (4-methylmorpholine). Run at time 8 hour. Yields the product COC(CC(C)NC(C1=CC=C(C=C1)OC(CCC(C)(C)C)C=1C=NC(=CC1)C1=CC=C(C=C1)C(F)(F)F)=O)=O (3-(4-{4,4-dimethyl-1-[6-(4-trifluoromethyl-phenyl)-pyridin-3-yl]-pentyloxy}-benzoylamino)-butyric acid methyl ester). Reported procedure: The 4-{4,4-Dimethyl-1-[6-(4-trifluoromethyl-phenyl)-pyridin-3-yl]-pentyloxy}-benzoic acid (95 mg, 0.21 mmol), chloro-dimethoxy-triazine (CDMT) (37 mg, 0.21 mmol), and 4-methylmorpholine (25 uL, 0.23 mmol) are combined in anhydrous DCM under nitrogen. The reaction is allowed to stir under nitrogen at room temperature overnight. 3-Amino-butyric acid methyl ester (26 mg, 0.23 mmol) and 4-methylmorpholine (50 uL, 0.47 mmol) is then added to the reaction mixture, and allowed to stir at room temperatu... The solvent is O (water), C(Cl)Cl (DCM). RXN SMILES: [CH3:1][C:2]([CH3:33])([CH3:32])[CH2:3][CH2:4][CH:5]([C:16]1[CH:17]=[N:18][C:19]([C:22]2[CH:27]=[CH:26][C:25]([C:28]([F:31])([F:30])[F:29])=[CH:24][CH:23]=2)=[CH:20][CH:21]=1)[O:6][C:7]1[CH:15]=[CH:14][C:10]([C:11](O)=[O:12])=[CH:9][CH:8]=1.ClC1C(OC)=NN=NC=1OC.CN1CCOCC1.[CH3:52][O:53][C:54](=[O:59])[CH2:55][CH:56]([NH2:58])[CH3:57]>C(Cl)Cl.O>[CH3:52][O:53][C:54](=[O:59])[CH2:55][CH:56]([NH:58][C:11](=[O:12])[C:10]1[CH:9]=[CH:8][C:7]([O:6][CH:5]([C:16]2[CH:17]=[N:18][C:19]([C:22]3[CH:23]=[CH:24][C:25]([C:28]([F:31])([F:30])[F:29])=[CH:26][CH:27]=3)=[CH:20][CH:21]=2)[CH2:4][CH2:3][C:2]([CH3:1])([CH3:33])[CH3:32])=[CH:15][CH:14]=1)[CH3:57]. Starting materials: COc1ccc2cc(C(C)C)n(Cc3ccccc3)c2c1, CCOC(C)=O, CN(C)C=O, O=P(Cl)(Cl)Cl. Yields the product COc1ccc2c(C=O)c(C(C)C)n(Cc3ccccc3)c2c1. As a reaction SMILES: [CH2:6]([c:7]1[cH:8][cH:9][cH:10][cH:11][cH:12]1)[n:13]1[c:14]([CH:24]([CH3:25])[CH3:26])[cH:15][c:16]2[cH:17][cH:18][c:19]([O:22][CH3:23])[cH:20][c:21]12.[CH3:32][CH2:33][O:34][C:35]([CH3:36])=[O:37].[O:27]=[CH:28][N:29]([CH3:30])[CH3:31].[P:1]([Cl:2])([Cl:3])([Cl:4])=[O:5]>>[CH2:6]([c:7]1[cH:8][cH:9][cH:10][cH:11][cH:12]1)[n:13]1[c:14]([CH:24]([CH3:25])[CH3:26])[c:15]([CH:28]=[O:27])[c:16]2[cH:17][cH:18][c:19]([O:22][CH3:23])[cH:20][c:21]12. Starting materials: C(C)(C)(C)OC(=O)N1[C@@H](C[C@H](C1)O)C(=O)OC ((2S,4R)-1-tertbutoxycarbonyl-2-methoxycarbonyl-4-hydroxy pyrrolidine), [H-].[Na+] (NaH), CI (MeI), resultant mixture. The solvent is CN(C)C=O (DMF). Reaction conditions: time 30 minute. Product: C(C)(C)(C)OC(=O)N1[C@@H](C[C@H](C1)OC)C(=O)OC ((2S,4R)-1-tertbutoxycarbonyl-2-methoxycarbonyl-4-methoxy pyrrolidine). Yield: 85.1%. RXN SMILES: [C:1]([O:5][C:6]([N:8]1[CH2:12][C@H:11]([OH:13])[CH2:10][C@H:9]1[C:14]([O:16][CH3:17])=[O:15])=[O:7])([CH3:4])([CH3:3])[CH3:2].[H-].[Na+].[CH3:20]I>CN(C=O)C>[C:1]([O:5][C:6]([N:8]1[CH2:12][C@H:11]([O:13][CH3:20])[CH2:10][C@H:9]1[C:14]([O:16][CH3:17])=[O:15])=[O:7])([CH3:4])([CH3:3])[CH3:2] |f:1.2|. Procedure: To a solution of (2S,4R)-1-tertbutoxycarbonyl-2-methoxycarbonyl-4-hydroxy pyrrolidine (10 g, 40.81 mmol) in DMF (60 mL) at 0° C. was added NaH (2.9 g, 122.4 mmol) and the resultant mixture was allowed to stir at the same temperature for 30 min. To this mixture was added MeI (5.08 mL, 81.63 mmol) dropwise at 0° C. and the reaction mixture was allowed to stir at RT for 2 h. The reaction mixture was poured onto ice-cold water (200 mL) and extracted with EtOAc (250 mL). The organic layer was washed ...